This data is from the Open Reaction Database (ORD), a public repository of structured organic reaction records. The task is: describe an organic reaction: reactants, conditions, products, and yield The reactants are CC(=O)OC(C)=O, CN(C)c1ccncc1, CCC(O)Cn1nc(Nc2cc(OC)cc(C(F)(F)F)c2)nc1-c1cc(C)nc(Cl)c1. Product: CCC(Cn1nc(Nc2cc(OC)cc(C(F)(F)F)c2)nc1-c1cc(C)nc(Cl)c1)OC(C)=O. As a reaction SMILES: [C:32]([CH3:33])(=[O:34])[O:35][C:36](=[O:37])[CH3:38].[CH3:39][N:40]([CH3:41])[c:42]1[cH:43][cH:44][n:45][cH:46][cH:47]1.[Cl:1][c:2]1[n:3][c:4]([CH3:31])[cH:5][c:6](-[c:8]2[n:9][c:10]([NH:18][c:19]3[cH:20][c:21]([O:29][CH3:30])[cH:22][c:23]([C:25]([F:26])([F:27])[F:28])[cH:24]3)[n:11][n:12]2[CH2:13][CH:14]([CH2:15][CH3:16])[OH:17])[cH:7]1>>[Cl:1][c:2]1[n:3][c:4]([CH3:31])[cH:5][c:6](-[c:8]2[n:9][c:10]([NH:18][c:19]3[cH:20][c:21]([O:29][CH3:30])[cH:22][c:23]([C:25]([F:26])([F:27])[F:28])[cH:24]3)[n:11][n:12]2[CH2:13][CH:14]([CH2:15][CH3:16])[O:17][C:32]([CH3:33])=[O:34])[cH:7]1. The reactants are [Si](C)(C)(C(C)(C)C)OC1=CC=C(C=C1)CC(=O)NC1=NC=C(N=C1C1=CC=CC2=CC=CC=C12)C1=CC=C(C=C1)O[Si](C)(C)C(C)(C)C (2-[4-(tert-Butyldimethylsilyloxy)phenyl]-N-[5-{4-(tert-butyldimethylsilyloxy)phenyl}-3-(naphthalen-1-yl)pyrazin-2-yl]acetamide), [F-].C(CCC)[N+](CCCC)(CCCC)CCCC (tetrabutylammonium fluoride), [NH4+].[Cl-] (NH4Cl). The solvent is C1CCOC1 (THF). Reaction conditions: time 30 minute. Product: OC1=CC=C(C=C1)CC(=O)NC1=NC=C(N=C1C1=CC=CC2=CC=CC=C12)C1=CC=C(C=C1)O (2-(4-Hydroxyphenyl)-N-[5-(4-hydroxyphenyl)-3-(naphthalen-1-yl)pyrazin-2-yl]acetamide). Isolated yield 94.0%. RXN SMILES: [Si]([O:8][C:9]1[CH:14]=[CH:13][C:12]([CH2:15][C:16]([NH:18][C:19]2[C:24]([C:25]3[C:34]4[C:29](=[CH:30][CH:31]=[CH:32][CH:33]=4)[CH:28]=[CH:27][CH:26]=3)=[N:23][C:22]([C:35]3[CH:40]=[CH:39][C:38]([O:41][Si](C(C)(C)C)(C)C)=[CH:37][CH:36]=3)=[CH:21][N:20]=2)=[O:17])=[CH:11][CH:10]=1)(C(C)(C)C)(C)C.[F-].C([N+](CCCC)(CCCC)CCCC)CCC.[NH4+].[Cl-]>C1COCC1>[OH:8][C:9]1[CH:14]=[CH:13][C:12]([CH2:15][C:16]([NH:18][C:19]2[C:24]([C:25]3[C:34]4[C:29](=[CH:30][CH:31]=[CH:32][CH:33]=4)[CH:28]=[CH:27][CH:26]=3)=[N:23][C:22]([C:35]3[CH:36]=[CH:37][C:38]([OH:41])=[CH:39][CH:40]=3)=[CH:21][N:20]=2)=[O:17])=[CH:11][CH:10]=1 |f:1.2,3.4|. Procedure details: To a solution of 2-[4-(tert-butyldimethylsilyloxy)phenyl]-N-[5-{4-(tert-butyldimethylsilyloxy)phenyl}-3-(naphthalen-1-yl)pyrazin-2-yl]acetamide (11d) (291 mg, 430 μmol) in THF (5 mL) was added tetrabutylammonium fluoride (1.0 M THF solution) (2.20 mL, 2.20 mmol) at 0° C. and the mixture was stirred for 30 minutes while elevating to room temperature. To the mixture was added saturated NH4Cl aqueous solution (50 mL) and the product was extracted with ethyl acetate (100 mL×3). The combined organic ... The reactants are ClC=1N=C(NC1C(=O)NCC1=C(C(=C(C=C1)Cl)OC1=CC(=CC(=C1)C=O)C#N)F)C (4-chloro-N-({4-chloro-3-[(3-cyano-5-formylphenyl)oxy]-2-fluorophenyl}methyl)-2-methyl-1H-imidazole-5-carboxamide), [BH4-].[Na+] (sodium borohydride), C([O-])(O)=O.[Na+] (sodium bicarbonate). The solvent is CCOC(=O)C (EtOAc), CO (methanol). Yields the product ClC=1N=C(NC1C(=O)NCC1=C(C(=C(C=C1)Cl)OC1=CC(=CC(=C1)CO)C#N)F)C (4-chloro-N-[(4-chloro-3-{[3-cyano-5-(hydroxymethyl)phenyl]oxy}-2-fluorophenyl)methyl]-2-methyl-1H-imidazole-5-carboxamide). Yield: 75.4%. RXN SMILES: [Cl:1][C:2]1[N:3]=[C:4]([CH3:30])[NH:5][C:6]=1[C:7]([NH:9][CH2:10][C:11]1[CH:16]=[CH:15][C:14]([Cl:17])=[C:13]([O:18][C:19]2[CH:24]=[C:23]([CH:25]=[O:26])[CH:22]=[C:21]([C:27]#[N:28])[CH:20]=2)[C:12]=1[F:29])=[O:8].[BH4-].[Na+].C(=O)(O)[O-].[Na+]>CO.CCOC(C)=O>[Cl:1][C:2]1[N:3]=[C:4]([CH3:30])[NH:5][C:6]=1[C:7]([NH:9][CH2:10][C:11]1[CH:16]=[CH:15][C:14]([Cl:17])=[C:13]([O:18][C:19]2[CH:24]=[C:23]([CH2:25][OH:26])[CH:22]=[C:21]([C:27]#[N:28])[CH:20]=2)[C:12]=1[F:29])=[O:8] |f:1.2,3.4|. Procedure details: To a solution of 4-chloro-N-({4-chloro-3-[(3-cyano-5-formylphenyl)oxy]-2-fluorophenyl}methyl)-2-methyl-1H-imidazole-5-carboxamide (0.178 g, 0.398 mmol) in methanol (5 ml) at 0° C. was added sodium borohydride (0.015 g, 0.398 mmol) and the reaction mixture was allowed to warm to rt over 30 minutes. The reaction mixture was neutralized with saturated sodium bicarbonate, diluted with EtOAc, and the organic layer was separated. The solvent was evaporated and the crude material was purifed via silica... Starting materials: BrC1(C(N(C=2N=C(N=CC21)Cl)C(CC)CC)=O)Br (5,5-Dibromo-2-chloro-7-(1-ethyl-propyl)-5,7-dihydro-pyrrolo[2,3-d]pyrimidin-6-one). The reagents and catalysts are [Zn] (Zn). The solvent is C(C)(=O)O (acetic acid), C1CCOC1 (THF). Reaction conditions: temperature 0 celsius, time 2 minute. The product is ClC=1N=CC2=C(N1)N(C(C2)=O)C(CC)CC (2-Chloro-7-(1-ethyl-propyl)-5,7-dihydro-pyrrolo[2,3-d]pyrimidin-6-one). Reaction SMILES: Br[C:2]1(Br)[C:10]2[CH:9]=[N:8][C:7]([Cl:11])=[N:6][C:5]=2[N:4]([CH:12]([CH2:15][CH3:16])[CH2:13][CH3:14])[C:3]1=[O:17]>C(O)(=O)C.C1COCC1.[Zn]>[Cl:11][C:7]1[N:8]=[CH:9][C:10]2[CH2:2][C:3](=[O:17])[N:4]([CH:12]([CH2:15][CH3:16])[CH2:13][CH3:14])[C:5]=2[N:6]=1. Procedure: To a solution of 5,5-Dibromo-2-chloro-7-(1-ethyl-propyl)-5,7-dihydro-pyrrolo[2,3-d]pyrimidin-6-one (crude, ˜5.3 mmol) in acetic acid (6 mL) and THF (4 mL) is added Zn dust (1.37 g, 21 mmol) at 0° C. The mixture is stirred at 0° C. for 2 mins then heated to room temperature, stirring for 30 mins. The mixture is filtered through celite, rinsed with ethyl acetate. The filtrate is concentrated in vacuo and the residue is purified by flash chromatography (ethyl acetate:hexane=5:95 to 40:60) to give 2... Starting materials: CC=CC(=O)Cl, CN(C)C=O, COc1nc(C(F)(F)C(F)(F)F)c(F)c(=O)n1-c1cc(O)c(Cl)cc1F, [H-], [Na+]. As a reaction SMILES: [C:27]([CH:28]=[CH:29][CH3:30])(=[O:31])[Cl:32].[CH3:35][N:36]([CH3:37])[CH:38]=[O:39].[Cl:1][c:2]1[cH:3][c:4]([F:26])[c:5](-[n:9]2[c:10]([O:24][CH3:25])[n:11][c:12]([C:17]([C:18]([F:19])([F:20])[F:21])([F:22])[F:23])[c:13]([F:16])[c:14]2=[O:15])[cH:6][c:7]1[OH:8].[H-:33].[Na+:34]>>[Cl:1][c:2]1[cH:3][c:4]([F:26])[c:5](-[n:9]2[c:10]([O:24][CH3:25])[n:11][c:12]([C:17]([C:18]([F:19])([F:20])[F:21])([F:22])[F:23])[c:13]([F:16])[c:14]2=[O:15])[cH:6][c:7]1[O:8][C:27]([CH:28]=[CH:29][CH3:30])=[O:31]. The product is CC=CC(=O)Oc1cc(-n2c(OC)nc(C(F)(F)C(F)(F)F)c(F)c2=O)c(F)cc1Cl. The reactants are O=C([O-])[O-], CN(C)C=O, Cc1oc(-c2ccccc2)nc1COc1ccc2c(-c3ccccc3)c(CCl)oc2c1, [K+], [K+], O, CCOC(=O)c1cn(-c2ccccc2)nc1O. As a reaction SMILES: [C:49](=[O:50])([O-:51])[O-:52].[CH3:55][N:56]([CH3:57])[CH:58]=[O:59].[Cl:1][CH2:2][c:3]1[o:4][c:5]2[c:6]([c:7]1-[c:8]1[cH:9][cH:10][cH:11][cH:12][cH:13]1)[cH:14][cH:15][c:16]([O:18][CH2:19][c:20]1[n:21][c:22](-[c:26]3[cH:27][cH:28][cH:29][cH:30][cH:31]3)[o:23][c:24]1[CH3:25])[cH:17]2.[K+:53].[K+:54].[OH2:60].[OH:32][c:33]1[n:34][n:35](-[c:43]2[cH:44][cH:45][cH:46][cH:47][cH:48]2)[cH:36][c:37]1[C:38](=[O:39])[O:40][CH2:41][CH3:42]>>[CH2:2]([c:3]1[o:4][c:5]2[c:6]([c:7]1-[c:8]1[cH:9][cH:10][cH:11][cH:12][cH:13]1)[cH:14][cH:15][c:16]([O:18][CH2:19][c:20]1[n:21][c:22](-[c:26]3[cH:27][cH:28][cH:29][cH:30][cH:31]3)[o:23][c:24]1[CH3:25])[cH:17]2)[O:32][c:33]1[n:34][n:35](-[c:43]2[cH:44][cH:45][cH:46][cH:47][cH:48]2)[cH:36][c:37]1[C:38](=[O:39])[O:40][CH2:41][CH3:42]. The product is CCOC(=O)c1cn(-c2ccccc2)nc1OCc1oc2cc(OCc3nc(-c4ccccc4)oc3C)ccc2c1-c1ccccc1.